The task is: describe an organic reaction: reactants, conditions, products, and yield. This data is from the Open Reaction Database (ORD), a public repository of structured organic reaction records. Starting materials: COC1=CC=C(C=C1)S(=O)(=O)NC=1C(=NC=CC1)/C=C/C1=CC=C(C=C1)O ((E)-4-[2-[3-[[(p-Methoxyphenyl)sulfonyl]amino]-2-pyridyl]ethenyl]phenol), Cl (hydrochloride). Yields the product Cl.COC1=CC=C(C=C1)S(=O)(=O)NC=1C(=NC=CC1)/C=C/C1=CC=C(C=C1)O ((E)-4-[2-[3-[[(p-Methoxyphenyl)sulfonyl]amino]-2-pyridyl]ethenyl]phenol hydrochloride). Reaction SMILES: [CH3:1][O:2][C:3]1[CH:8]=[CH:7][C:6]([S:9]([NH:12][C:13]2[C:14](/[CH:19]=[CH:20]/[C:21]3[CH:26]=[CH:25][C:24]([OH:27])=[CH:23][CH:22]=3)=[N:15][CH:16]=[CH:17][CH:18]=2)(=[O:11])=[O:10])=[CH:5][CH:4]=1.[ClH:28]>>[ClH:28].[CH3:1][O:2][C:3]1[CH:8]=[CH:7][C:6]([S:9]([NH:12][C:13]2[C:14](/[CH:19]=[CH:20]/[C:21]3[CH:22]=[CH:23][C:24]([OH:27])=[CH:25][CH:26]=3)=[N:15][CH:16]=[CH:17][CH:18]=2)(=[O:10])=[O:11])=[CH:5][CH:4]=1 |f:2.3|. Procedure details: A 0.74 g portion of the compound obtained in Example 39 was converted to the hydrochloride to provide 0.37 g of the title compound (yellow fine needles). m.p. 222-224° C. (decomp.) Reactants: FCC1(OC2=C(C=C1)C=C(C=C2)C(C(C(F)(F)F)(F)F)(F)F)CF (2,2-bisfluoromethyl-6-heptafluoropropyl-2H-1-benzopyran), ClC1=CC(=CC=C1)C(=O)OO (m-chloroperbenzoic acid). Run in C(Cl)Cl (methylene chloride). Reaction conditions: time 27 hour. Yields the product O1C2C(OC3=C(C21)C=C(C=C3)C(C(C(F)(F)F)(F)F)(F)F)(CF)CF (3,4-epoxy-2,2-bisfluoromethyl-6-heptafluoropropyl-3,4-dihydro-2H-1-benzopyran). Isolated yield 44.5%. Reaction SMILES: [F:1][CH2:2][C:3]1([CH2:23][F:24])[CH:8]=[CH:7][C:6]2[CH:9]=[C:10]([C:13]([F:22])([F:21])[C:14]([F:20])([F:19])[C:15]([F:18])([F:17])[F:16])[CH:11]=[CH:12][C:5]=2[O:4]1.ClC1C=CC=C(C(OO)=[O:33])C=1>C(Cl)Cl>[O:33]1[CH:7]2[CH:8]1[C:3]([CH2:2][F:1])([CH2:23][F:24])[O:4][C:5]1[CH:12]=[CH:11][C:10]([C:13]([F:22])([F:21])[C:14]([F:19])([F:20])[C:15]([F:16])([F:17])[F:18])=[CH:9][C:6]=12. Reported procedure: A mixture of 3.1 g of 2,2-bisfluoromethyl-6-heptafluoropropyl-2H-1-benzopyran, 4.20 g of m-chloroperbenzoic acid (70%) and 50 ml of methylene chloride was stirred at room temperature for 27 hours. After removal of the separated crystal by filtration, the filtrate was washed with saturated sodium hydrogen carbonate solution and saturated saline'solution, and dried with sodium sulfate. The solvent was distilled off and the resultant residue was purified using silica gel column chromatography (deve... Starting materials: F[C@@H]1CO[C@@H](CC[C@H]1NC(OC(C)(C)C)=O)C1=C(C=NN1C)[N+](=O)[O-] (tert-butyl ((3S,4R,7S)-3-fluoro-7-(1-methyl-4-nitro-1H-pyrazol-5-yl)oxepan-4-yl)carbamate), F[C@@H]1CO[C@@H](CC[C@H]1NC(OC(C)(C)C)=O)C1=C(C=NN1C)[N+](=O)[O-] (tert-butyl ((3S,4R,7S)-3-fluoro-7-(1-methyl-4-nitro-1H-pyrazol-5-yl)oxepan-4-yl)carbamate), [Si](C)(C)(C(C)(C)C)OCCOC1=CC(=C(C(=C1)F)C1=C(C=CC(=N1)C(=O)O)F)F (6-(4-(2-((tert-butyldimethylsilyl)oxy)ethoxy)-2,6-difluorophenyl)-5-fluoropicolinic acid). The product is N[C@@H]1CC[C@H](OC[C@H]1F)C1=C(C=NN1C)NC(C1=NC(=C(C=C1)F)C1=C(C=C(C=C1F)OCCO)F)=O (N-(5-((2S,5R,6S)-5-Amino-6-fluorooxepan-2-yl)-1-methyl-1H-pyrazol-4-yl)-6-(2,6-difluoro-4-(2-hydroxyethoxy)phenyl)-5-fluoropicolinamide). Reaction SMILES: [F:1][C@H:2]1[C@H:8]([NH:9]C(=O)OC(C)(C)C)[CH2:7][CH2:6][C@@H:5]([C:17]2[N:21]([CH3:22])[N:20]=[CH:19][C:18]=2[N+:23]([O-])=O)[O:4][CH2:3]1.[Si]([O:33][CH2:34][CH2:35][O:36][C:37]1[CH:42]=[C:41]([F:43])[C:40]([C:44]2[N:49]=[C:48]([C:50](O)=[O:51])[CH:47]=[CH:46][C:45]=2[F:53])=[C:39]([F:54])[CH:38]=1)(C(C)(C)C)(C)C>>[NH2:9][C@H:8]1[C@H:2]([F:1])[CH2:3][O:4][C@H:5]([C:17]2[N:21]([CH3:22])[N:20]=[CH:19][C:18]=2[NH:23][C:50](=[O:51])[C:48]2[CH:47]=[CH:46][C:45]([F:53])=[C:44]([C:40]3[C:41]([F:43])=[CH:42][C:37]([O:36][CH2:35][CH2:34][OH:33])=[CH:38][C:39]=3[F:54])[N:49]=2)[CH2:6][CH2:7]1. Procedure: Following the procedure for Example 111 starting from tert-butyl ((3S,4R,7S)-3-fluoro-7-(1-methyl-4-nitro-1H-pyrazol-5-yl)oxepan-4-yl)carbamate (Intermediate 80), and replacing 5-((tert-butoxycarbonyl)amino)-2-(2,6-difluorophenyl)thiazole-4-carboxylic acid with 6-(4-(2-((tert-butyldimethylsilyl)oxy)ethoxy)-2,6-difluorophenyl)-5-fluoropicolinic acid (see US2012/225062) gave 209. 1H NMR (400 MHz, DMSO-d6) δ 10.20 (s, 1H), 8.26 (dd, J=8.6, 4.0 Hz, 1H), 8.11 (t, J=8.9 Hz, 1H), 7.92 (s, 1H), 6.93 (d,...